From a dataset of the Open Reaction Database (ORD), a public repository of structured organic reaction records. describe an organic reaction: reactants, conditions, products, and yield Run in C(Cl)(Cl)Cl (CHCl3). RXN SMILES: [Cl:1][C:2]1[CH:3]=[C:4]([CH:8]([OH:29])[CH2:9][NH:10][CH:11]([CH3:28])[CH2:12][C:13]2[CH:27]=[CH:26][C:16]3[O:17][C:18]([C:23]([OH:25])=[O:24])([C:20]([OH:22])=[O:21])[O:19][C:15]=3[CH:14]=2)[CH:5]=[CH:6][CH:7]=1.[CH3:30][C:31]([CH3:36])([CH3:35])[CH2:32][CH2:33]O.Cl.[K+].[Br-]>C(Cl)(Cl)Cl>[CH3:30][C:31]([CH3:36])([CH3:35])[CH2:32][CH2:33][O:24][C:23]([C:18]1([C:20]([O:22][CH2:33][CH2:32][C:31]([CH3:36])([CH3:35])[CH3:30])=[O:21])[O:17][C:16]2[CH:26]=[CH:27][C:13]([CH2:12][CH:11]([NH:10][CH2:9][CH:8]([C:4]3[CH:5]=[CH:6][CH:7]=[C:2]([Cl:1])[CH:3]=3)[OH:29])[CH3:28])=[CH:14][C:15]=2[O:19]1)=[O:25] |f:3.4|. Reactants: [K+].[Br-] (KBr), ClC=1C=C(C=CC1)C(CNC(CC1=CC2=C(OC(O2)(C(=O)O)C(=O)O)C=C1)C)O (5-{2-[2-(3-chloro-phenyl)-2-hydroxy-ethylarnino]-propyl}-benzo[1,3]dioxole-2,2-dicarboxylic acid), CC(CCO)(C)C (3,3-dimethylbutanol), Cl (HCl). Procedure: The title compound was prepared from 5-{2-[2-(3-chloro-phenyl)-2-hydroxy-ethylarnino]-propyl}-benzo[1,3]dioxole-2,2-dicarboxylic acid and 3,3-dimethylbutanol according to the procedure of Example 30 as a white foam (HCl salt); 1H NMR (CDCl3) δ 0.90 (s, 18H), 1.33 (bs, 3H), 1.62 (t, J=7.4 Hz, 4H), 2.80 (bs, 1H), 3.18 (bs, 2H), 3.48 (bs, 2H), 4.35 (t, J=7.4 Hz, 4H), 5.45 (bs, 1H), 6.80 (m, 3 H), 7.26 (m, 2H), 7.43 (s, 1H), 8.70 (bs, 1H), 10.10 (bs, 1H); IR (KBr): 1765 cm-1 (C=O); MS (CI) m/z 590 (... The product is CC(CCOC(=O)C1(OC2=C(O1)C=CC(=C2)CC(C)NCC(O)C2=CC(=CC=C2)Cl)C(=O)OCCC(C)(C)C)(C)C (5-{2-[2-(3-Chloro-phenyl)-2-hydroxy-ethylamino]-propyl}-benzo[1,3]dioxole-2,2-dicarboxylic acid bis-(3,3-dimethyl-butyl) ester). Starting materials: C(C)N(CC)S(F)(F)F ((Diethylamino)sulphur trifluoride), OC1(C(COC1)NC(OCC1=CC=CC=C1)=O)C (benzyl 4-hydroxy-4-methyltetrahydrofuran-3-ylcarbamate). The solvent is ClCCl (dichloromethane). Conditions: time 45 minute. Yields the product FC1(C(COC1)NC(OCC1=CC=CC=C1)=O)C (benzyl 4-fluoro-4-methyltetrahydrofuran-3-ylcarbamate). Yield: 29.6%. Reaction SMILES: C(N(S(F)(F)[F:7])CC)C.O[C:11]1([CH3:27])[CH2:15][O:14][CH2:13][CH:12]1[NH:16][C:17](=[O:26])[O:18][CH2:19][C:20]1[CH:25]=[CH:24][CH:23]=[CH:22][CH:21]=1>ClCCl>[F:7][C:11]1([CH3:27])[CH2:15][O:14][CH2:13][CH:12]1[NH:16][C:17](=[O:26])[O:18][CH2:19][C:20]1[CH:25]=[CH:24][CH:23]=[CH:22][CH:21]=1. Procedure: (Diethylamino)sulphur trifluoride (2.103 mL, 15.92 mmol) was added dropwise to a solution of impure benzyl 4-hydroxy-4-methyltetrahydrofuran-3-ylcarbamate (2.00 g, from Step 4) in dichloromethane (50 mL) at −78° C. After 45 min at −78° C., the mixture was quenched with saturated sodium bicarbonate (100 mL) and allowed to warm to room temperature. After separation of the two phases, the aqueous phase was extracted with dichloromethane (3×50 mL). The combined extracts were dried (MgSO4) and concen... The reactants are CCOC(=O)c1cc(Br)c(NC(=O)C(F)(F)F)c([N+](=O)[O-])c1, CC(C)=CCBr, CC#N, [K+], [K+], O=C([O-])[O-]. The product is CCOC(=O)c1cc(Br)c(N(CC=C(C)C)C(=O)C(F)(F)F)c([N+](=O)[O-])c1. RXN SMILES: [Br:1][c:2]1[cH:3][c:4]([C:5](=[O:6])[O:7][CH2:8][CH3:9])[cH:10][c:11]([N+:20](=[O:21])[O-:22])[c:12]1[NH:13][C:14]([C:15]([F:16])([F:17])[F:18])=[O:19].[Br:29][CH2:30][CH:31]=[C:32]([CH3:33])[CH3:34].[CH3:35][C:36]#[N:37].[K+:23].[K+:24].[O-:25][C:26]([O-:27])=[O:28]>>[Br:1][c:2]1[cH:3][c:4]([C:5](=[O:6])[O:7][CH2:8][CH3:9])[cH:10][c:11]([N+:20](=[O:21])[O-:22])[c:12]1[N:13]([C:14]([C:15]([F:16])([F:17])[F:18])=[O:19])[CH2:30][CH:31]=[C:32]([CH3:33])[CH3:34]. Starting materials: C1COCCO1, CC(C)(C)OC(=O)NC1(CS(C)(=O)=O)CC1, ClCCl, Cl. The product is CS(=O)(=O)CC1(N)CC1, Cl. Reaction SMILES: [CH2:21]1[O:22][CH2:23][CH2:24][O:25][CH2:26]1.[CH3:1][S:2](=[O:3])(=[O:4])[CH2:5][C:6]1([NH:9][C:10](=[O:11])[O:12][C:13]([CH3:14])([CH3:15])[CH3:16])[CH2:7][CH2:8]1.[Cl:18][CH2:19][Cl:20].[ClH:17]>>[CH3:1][S:2](=[O:3])(=[O:4])[CH2:5][C:6]1([NH2:9])[CH2:7][CH2:8]1.[ClH:17]. The reactants are CCO, CCOC(=O)CC1CCN(C(C)(C)C)CC1, Cl, [Na+], [OH-], O. Product: CC(C)(C)N1CCC(CC(=O)O)CC1. As a reaction SMILES: [CH2:20]([OH:21])[CH3:22].[CH2:3]([CH3:4])[O:5][C:6]([CH2:7][CH:8]1[CH2:9][CH2:10][N:11]([C:14]([CH3:15])([CH3:16])[CH3:17])[CH2:12][CH2:13]1)=[O:18].[ClH:19].[Na+:2].[OH-:1].[OH2:23]>>[O:5]=[C:6]([CH2:7][CH:8]1[CH2:9][CH2:10][N:11]([C:14]([CH3:15])([CH3:16])[CH3:17])[CH2:12][CH2:13]1)[OH:18]. Reactants: O (H2O), aqueous solution, I (HI), C(C)(C)C1=C(C(=O)OCC)C=C(C=C1)C=COC (Ethyl 2-isopropyl-5-(2-methoxyethenyl)benzoate). The solvent is CC#N (CH3CN), CCOC(=O)C (EtOAc). Reaction conditions: time 1 hour. Yields the product C(C)(C)C1=C(C(=O)OCC)C=C(C=C1)CC=O (Ethyl 2-isopropyl-5-(formylmethyl)benzoate). Isolated yield 100.5%. RXN SMILES: [CH:1]([C:4]1[CH:14]=[CH:13][C:12]([CH:15]=[CH:16][O:17]C)=[CH:11][C:5]=1[C:6]([O:8][CH2:9][CH3:10])=[O:7])([CH3:3])[CH3:2].O.I>CC#N.CCOC(C)=O>[CH:1]([C:4]1[CH:14]=[CH:13][C:12]([CH2:15][CH:16]=[O:17])=[CH:11][C:5]=1[C:6]([O:8][CH2:9][CH3:10])=[O:7])([CH3:2])[CH3:3]. Procedure details: Compound 1 (25.62 g, 103.2 mmol) was dissolved in CH3CN (370 mL) at room temperature under nitrogen. H2O (15.5 mL) and a 57% aqueous solution of HI (14.7 mL) were added. The reaction solution was stirred at room temperature for 1 hour, and then was diluted with EtOAc (1000 mL), washed with H2O (400 mL), 0.25N Na2S2O3 (400 mL), H2O (400 mL), and saturated aqueous NaCl (400 mL), dried over Na2SO4, filtered, evaporated, and dried under vacuum to afford 24.31 g (100%) of Compound 2 as a yellow oil, ...